Dataset: the Open Reaction Database (ORD), a public repository of structured organic reaction records. Task: describe an organic reaction: reactants, conditions, products, and yield The reactants are Cl.C(C1=CC=CC=C1)(C1=CC=CC=C1)[C@@H]1CNCC[C@@H]1OCC1=CC(=CC=C1)OC(F)(F)F (cis-3-Benzhydryl-4-[[3-(trifluoromethoxy)benzyl]oxy]piperidine hydrochloride), FC(C=1C=C(C(=O)O)C=C(C1)C(F)(F)F)(F)F (3,5-bis(trifluoromethyl)benzoic acid). Product: C(C1=CC=CC=C1)(C1=CC=CC=C1)[C@@H]1CN(CC[C@@H]1OCC1=CC(=CC=C1)OC(F)(F)F)C(C1=CC(=CC(=C1)C(F)(F)F)C(F)(F)F)=O (cis-3-Benzhydryl-1-[3,5-bis(trifluoromethyl)benzoyl]-4-[[3-(trifluoromethoxy)benzyl]oxy]piperidine). Reaction SMILES: Cl.[CH:2]([C@H:15]1[C@@H:20]([O:21][CH2:22][C:23]2[CH:28]=[CH:27][CH:26]=[C:25]([O:29][C:30]([F:33])([F:32])[F:31])[CH:24]=2)[CH2:19][CH2:18][NH:17][CH2:16]1)([C:9]1[CH:14]=[CH:13][CH:12]=[CH:11][CH:10]=1)[C:3]1[CH:8]=[CH:7][CH:6]=[CH:5][CH:4]=1.[F:34][C:35]([F:50])([F:49])[C:36]1[CH:37]=[C:38]([CH:42]=[C:43]([C:45]([F:48])([F:47])[F:46])[CH:44]=1)[C:39](O)=[O:40]>>[CH:2]([C@H:15]1[C@@H:20]([O:21][CH2:22][C:23]2[CH:28]=[CH:27][CH:26]=[C:25]([O:29][C:30]([F:33])([F:31])[F:32])[CH:24]=2)[CH2:19][CH2:18][N:17]([C:39](=[O:40])[C:38]2[CH:42]=[C:43]([C:45]([F:46])([F:47])[F:48])[CH:44]=[C:36]([C:35]([F:34])([F:49])[F:50])[CH:37]=2)[CH2:16]1)([C:9]1[CH:14]=[CH:13][CH:12]=[CH:11][CH:10]=1)[C:3]1[CH:4]=[CH:5][CH:6]=[CH:7][CH:8]=1 |f:0.1|. Procedure: The compound (27.7 mg) obtained in Example 27 and 3,5-bis(trifluoromethyl)benzoic acid (31.0 mg) were reacted and treated in the same manner as in the method described in Example 33 to obtain the title compound.